This data is from the Open Reaction Database (ORD), a public repository of structured organic reaction records. The task is: describe an organic reaction: reactants, conditions, products, and yield Starting materials: O=C([O-])[O-], CCSC1CCS(=O)(=O)c2ccc(C(=O)c3cnn(CC)c3O)c(C)c21, CCCS(=O)(=O)Cl, ClCCl, CC[N+](CC)(CC)Cc1ccccc1, [Cl-], [K+], [K+], O. The product is CCCS(=O)(=O)Oc1c(C(=O)c2ccc3c(c2C)C(SCC)CCS3(=O)=O)cnn1CC. As a reaction SMILES: [C:27](=[O:28])([O-:29])[O-:30].[CH2:1]([CH3:2])[S:3][CH:4]1[CH2:5][CH2:6][S:7](=[O:25])(=[O:26])[c:8]2[cH:9][cH:10][c:11]([C:15](=[O:16])[c:17]3[cH:18][n:19][n:20]([CH2:23][CH3:24])[c:21]3[OH:22])[c:12]([CH3:14])[c:13]21.[CH2:33]([CH2:34][CH3:35])[S:36](=[O:37])(=[O:38])[Cl:39].[CH2:40]([Cl:41])[Cl:42].[CH2:45]([N+:46]([CH2:47][CH3:48])([CH2:49][CH3:50])[CH2:51][CH3:52])[c:53]1[cH:54][cH:55][cH:56][cH:57][cH:58]1.[Cl-:44].[K+:31].[K+:32].[OH2:43]>>[CH2:1]([CH3:2])[S:3][CH:4]1[CH2:5][CH2:6][S:7](=[O:25])(=[O:26])[c:8]2[cH:9][cH:10][c:11]([C:15](=[O:16])[c:17]3[cH:18][n:19][n:20]([CH2:23][CH3:24])[c:21]3[O:22][S:36]([CH2:33][CH2:34][CH3:35])(=[O:37])=[O:38])[c:12]([CH3:14])[c:13]21. The reactants are [Br-], O=C(CC1CCN(CC2CC2)CC1)c1ccc(F)cc1, [Cl-], [NH4+], C1CCOC1, [Mg+]c1ccccc1. Yields the product OC(CC1CCN(CC2CC2)CC1)(c1ccccc1)c1ccc(F)cc1. Reaction SMILES: [Br-:21].[CH:1]1([CH2:4][N:5]2[CH2:6][CH2:7][CH:8]([CH2:11][C:12](=[O:13])[c:14]3[cH:15][cH:16][c:17]([F:20])[cH:18][cH:19]3)[CH2:9][CH2:10]2)[CH2:2][CH2:3]1.[Cl-:29].[NH4+:30].[O:31]1[CH2:32][CH2:33][CH2:34][CH2:35]1.[c:22]1([Mg+:28])[cH:23][cH:24][cH:25][cH:26][cH:27]1>>[CH:1]1([CH2:4][N:5]2[CH2:6][CH2:7][CH:8]([CH2:11][C:12]([OH:13])([c:14]3[cH:15][cH:16][c:17]([F:20])[cH:18][cH:19]3)[c:22]3[cH:23][cH:24][cH:25][cH:26][cH:27]3)[CH2:9][CH2:10]2)[CH2:2][CH2:3]1. Reactants: Cl (HCl), cuprous oxide, COC=1C=C(C=C(C1OC)OC)O (3,4,5-trimethoxyphenol), BrC1=CC=C(C(=O)N(C2CCCCC2)C(C)C)C=C1 (4-bromo-N-isopropyl-N-cyclohexyl benzamide). Solvent: N1=C(C=C(C=C1C)C)C (2,4,6-collidine). Conditions: time 18 hour. Product: C1(CCCCC1)N(C(C1=CC=C(C=C1)OC1=CC(=C(C(=C1)OC)OC)OC)=O)C(C)C (N-cyclohexyl-N-(1-methylethyl)-4-(3,4,5-trimethoxyphenoxy)benzamide). Reaction SMILES: [CH3:1][O:2][C:3]1[CH:4]=[C:5]([OH:13])[CH:6]=[C:7]([O:11][CH3:12])[C:8]=1[O:9][CH3:10].Br[C:15]1[CH:32]=[CH:31][C:18]([C:19]([N:21]([CH:28]([CH3:30])[CH3:29])[CH:22]2[CH2:27][CH2:26][CH2:25][CH2:24][CH2:23]2)=[O:20])=[CH:17][CH:16]=1.Cl>N1C(C)=CC(C)=CC=1C>[CH:22]1([N:21]([CH:28]([CH3:30])[CH3:29])[C:19](=[O:20])[C:18]2[CH:31]=[CH:32][C:15]([O:13][C:5]3[CH:6]=[C:7]([O:11][CH3:12])[C:8]([O:9][CH3:10])=[C:3]([O:2][CH3:1])[CH:4]=3)=[CH:16][CH:17]=2)[CH2:23][CH2:24][CH2:25][CH2:26][CH2:27]1. Reported procedure: A slurry of cuprous oxide (300 mg, 2.1 mmol) in a solution of 3,4,5-trimethoxyphenol (736 mg, 4.0 mmol) and 4-bromo-N-isopropyl-N-cyclohexyl benzamide (1.290 g, 3.98 mmol) in 2,4,6-collidine (20 ml) was refluxed with stirring under a nitrogen atmosphere for 18 hr. The reaction was cooled, poured onto dilute aqueous HCl and extracted three times with ethyl acetate. The combined organic layers were washed twice with saturated aqueous NaCl solution, twice with 5% NaOH solution, twice with saturated... Product: O=S1(CCN(CC2=C1C=CC=C2)C2=NC1=CC=C(C=C1C(=C2)NC2=CC=C(C=C2)N)C)=O (N-[2-(1,1-Dioxido-2,3-dihydro-1,4-benzothiazepin-4(5H)-yl)-6-methylquinolin-4-yl]benzene-1,4-diamine). RXN SMILES: Cl[C:2]1[C:11]2[C:6](=[CH:7][CH:8]=[C:9]([CH3:12])[CH:10]=2)[N:5]=[C:4]([N:13]2[CH2:19][C:18]3[CH:20]=[CH:21][CH:22]=[CH:23][C:17]=3[S:16](=[O:25])(=[O:24])[CH2:15][CH2:14]2)[CH:3]=1.[C:26]1([NH2:33])[CH:31]=[CH:30][C:29]([NH2:32])=[CH:28][CH:27]=1>>[O:24]=[S:16]1(=[O:25])[C:17]2[CH:23]=[CH:22][CH:21]=[CH:20][C:18]=2[CH2:19][N:13]([C:4]2[CH:3]=[C:2]([NH:32][C:29]3[CH:30]=[CH:31][C:26]([NH2:33])=[CH:27][CH:28]=3)[C:11]3[C:6](=[CH:7][CH:8]=[C:9]([CH3:12])[CH:10]=3)[N:5]=2)[CH2:14][CH2:15]1. Reactants: ClC1=CC(=NC2=CC=C(C=C12)C)N1CCS(C2=C(C1)C=CC=C2)(=O)=O (4-(4-chloro-6-methylquinolin-2-yl)-2,3,4,5-tetrahydro-1,4-benzothiazepine 1,1-dioxide), Example 2-1 1, C1(=CC=C(C=C1)N)N (benzene-1,4-diamine). Reported procedure: The title compound was prepared in analogy to Example 15-1 in Scheme 5 by using 4-(4-chloro-6-methylquinolin-2-yl)-2,3,4,5-tetrahydro-1,4-benzothiazepine 1,1-dioxide (prepared in analogy to the one in Example 2-1 1) and benzene-1,4-diamine. MS obsd. (ESI+) [(M+H)+] 445, 1H NMR (400 MHz, DMSO-d6) δ ppm 8.21 (s, 1 H), 7.92-7.83 (m, 2 H), 7.63-7.55 (m, 1 H), 7.53-7.46 (m, 1 H), 7.34 (d, J=8.34 Hz, 1 H), 7.27 (dd, J=8.59, 1.52 Hz, 1 H), 7.15 (d, J=7.58 Hz, 1 H), 6.91 (m, J=8.34 Hz, 2 H), 6.77 (m, J=... Reactants: C(C1=CC=CC=C1)(=O)P(OC)(OC)=O (Dimethyl benzoylphosphonate), [I-].[Na+] (sodium iodide). Solvent: CC(=O)CC (ethyl methyl ketone). Product: C(C1=CC=CC=C1)(=O)P(OC)([O-])=O.[Na+] (Monosodium monomethyl benzoylphosphonate). Reaction SMILES: [C:1]([P:9](=[O:14])([O:12]C)[O:10][CH3:11])(=[O:8])[C:2]1[CH:7]=[CH:6][CH:5]=[CH:4][CH:3]=1.[I-].[Na+:16]>CC(CC)=O>[C:1]([P:9](=[O:12])([O-:14])[O:10][CH3:11])(=[O:8])[C:2]1[CH:3]=[CH:4][CH:5]=[CH:6][CH:7]=1.[Na+:16] |f:1.2,4.5|. Procedure: Dimethyl benzoylphosphonate (12.8 g, 0.06 mol) and sodium iodide (9.0 g, 0.06 mol) were dissolved in ethyl methyl ketone (160 ml) and the solution stirred and refluxed for 16 hours. There was evidence of a precipitation after about 10 minutes refluxing. The reactants are CN1CCN(c2ccc(NC(=O)OC(C)(C)C)cc2)CC1, CC(C)O, O=C1CCC(=O)N1Cl, O. Yields the product CN1CCN(c2ccc(NC(=O)OC(C)(C)C)cc2Cl)CC1. As a reaction SMILES: [C:1]([CH3:2])([CH3:3])([CH3:4])[O:5][C:6]([NH:7][c:8]1[cH:9][cH:10][c:11]([N:14]2[CH2:15][CH2:16][N:17]([CH3:20])[CH2:18][CH2:19]2)[cH:12][cH:13]1)=[O:21].[CH:31]([OH:32])([CH3:33])[CH3:34].[Cl:22][N:23]1[C:24](=[O:25])[CH2:26][CH2:27][C:28]1=[O:29].[OH2:30]>>[C:1]([CH3:2])([CH3:3])([CH3:4])[O:5][C:6]([NH:7][c:8]1[cH:9][cH:10][c:11]([N:14]2[CH2:15][CH2:16][N:17]([CH3:20])[CH2:18][CH2:19]2)[c:12]([Cl:22])[cH:13]1)=[O:21]. Yields the product CCOC(=O)N1CCC(Nc2nc3ccc(Cl)cc3s2)CC1. The reactants are C1CCOC1, Clc1ccc2nc(Cl)sc2c1, CCOC(=O)N1CCC(N)CC1. As a reaction SMILES: [CH2:24]1[O:25][CH2:26][CH2:27][CH2:28]1.[Cl:1][c:2]1[s:3][c:4]2[c:5]([n:6]1)[cH:7][cH:8][c:9]([Cl:11])[cH:10]2.[NH2:12][CH:13]1[CH2:14][CH2:15][N:16]([C:19](=[O:20])[O:21][CH2:22][CH3:23])[CH2:17][CH2:18]1>>[c:2]1([NH:12][CH:13]2[CH2:14][CH2:15][N:16]([C:19](=[O:20])[O:21][CH2:22][CH3:23])[CH2:17][CH2:18]2)[s:3][c:4]2[c:5]([n:6]1)[cH:7][cH:8][c:9]([Cl:11])[cH:10]2.